This data is from the Open Reaction Database (ORD), a public repository of structured organic reaction records. The task is: describe an organic reaction: reactants, conditions, products, and yield Reactants: N(=O)N1CCC2(CC1)OC(C1=CC=CC=C12)C1=CC=CC=C1 (1'-nitroso-1,3-dihydro-3-phenylspiro[isobenzofuran-1,4'-piperidine]). Reagents/catalysts: [Zn] (zinc), [Zn] (zinc). The solvent is CC(=O)OCC1=C2C=CC=CC2=C(C3=CC=CC=C31)COC(=O)C (acetic), C(C)(=O)O (acetic acid), O (water). Reaction conditions: time 15 minute. Yields the product NN1CCC2(CC1)OC(C1=CC=CC=C12)C1=CC=CC=C1 (1'-amino-1,3-dihydro-3-phenylspiro[isobenzofuran-1,4'-piperidine]). As a reaction SMILES: [N:1]([N:3]1[CH2:8][CH2:7][C:6]2([C:16]3[C:11](=[CH:12][CH:13]=[CH:14][CH:15]=3)[CH:10]([C:17]3[CH:22]=[CH:21][CH:20]=[CH:19][CH:18]=3)[O:9]2)[CH2:5][CH2:4]1)=O>CC(OCC1C2C(=CC=CC=2)C(COC(C)=O)=C2C=1C=CC=C2)=O.C(O)(=O)C.O.[Zn]>[NH2:1][N:3]1[CH2:4][CH2:5][C:6]2([C:16]3[C:11](=[CH:12][CH:13]=[CH:14][CH:15]=3)[CH:10]([C:17]3[CH:22]=[CH:21][CH:20]=[CH:19][CH:18]=3)[O:9]2)[CH2:7][CH2:8]1. Procedure: A solution of 7.1 g of 1'-nitroso-1,3-dihydro-3-phenylspiro[isobenzofuran-1,4'-piperidine], Example 1, in 75 ml of glacial acetic is added to a stirring suspension pf 7.1 g of zinc dust in 50 ml of glacial acetic acid and 50 ml of water while maintaining the reaction temperature between 10° and 20° C. The reaction mixture is stirred for 15 minutes at ambient temperature and then at 80° C. for 5 minutes; an additional 4.7 g of zinc dust are introduced and stirring is continued for an additional 1... The reactants are Brc1cncc(Br)c1, CN(C)C=O, [Cl-], [H-], [NH4+], [Na+], Sc1ccccc1. The product is Brc1cncc(Sc2ccccc2)c1. As a reaction SMILES: [Br:3][c:4]1[cH:5][n:6][cH:7][c:8]([Br:9])[cH:10]1.[CH3:20][N:21]([CH3:22])[CH:23]=[O:24].[Cl-:11].[H-:1].[NH4+:12].[Na+:2].[SH:13][c:14]1[cH:15][cH:16][cH:17][cH:18][cH:19]1>>[c:4]1([S:13][c:14]2[cH:15][cH:16][cH:17][cH:18][cH:19]2)[cH:5][n:6][cH:7][c:8]([Br:9])[cH:10]1. Conditions: time 1 hour. Procedure details: 180 mg 2-[2-(4-Methoxy-benzyl)-1-oxo-1,2,3,4-tetrahydro-isoquinolin-6-yl]-2-methyl-propionaldehyde (0.54 mmol, 1 eq) was cooled to zero° C. in 20 ml of a 1:1 mixture of ethanol and THF. 20 mg sodium borohydride (0.54 mmol, 1 eq) was added and the mixture was stirred at 0°° C. for 1 hour. Quenched with water, then 2 drops glacial acetic acid, stirred for 5 minutes, and the mixture concentrated under vacuum to remove the majority of solvents, added saturated bicarb solution, extracted ethyl acetat... Reactants: COC1=CC=C(CN2C(C3=CC=C(C=C3CC2)C(C=O)(C)C)=O)C=C1 (2-[2-(4-Methoxy-benzyl)-1-oxo-1,2,3,4-tetrahydro-isoquinolin-6-yl]-2-methyl-propionaldehyde), C(C)O (ethanol), [BH4-].[Na+] (sodium borohydride). Yield: 98.2%. Reaction SMILES: [CH3:1][O:2][C:3]1[CH:25]=[CH:24][C:6]([CH2:7][N:8]2[CH2:17][CH2:16][C:15]3[C:10](=[CH:11][CH:12]=[C:13]([C:18]([CH3:22])([CH3:21])[CH:19]=[O:20])[CH:14]=3)[C:9]2=[O:23])=[CH:5][CH:4]=1.C(O)C.[BH4-].[Na+]>C1COCC1>[OH:20][CH2:19][C:18]([C:13]1[CH:14]=[C:15]2[C:10](=[CH:11][CH:12]=1)[C:9](=[O:23])[N:8]([CH2:7][C:6]1[CH:5]=[CH:4][C:3]([O:2][CH3:1])=[CH:25][CH:24]=1)[CH2:17][CH2:16]2)([CH3:21])[CH3:22] |f:2.3|. Yields the product OCC(C)(C)C=1C=C2CCN(C(C2=CC1)=O)CC1=CC=C(C=C1)OC (6-(2-Hydroxy-1,1-dimethyl-ethyl)-2-(4-methoxy-benzyl)-3,4-dihydro-2H-isoquinolin-1-one). Run in C1CCOC1 (THF). The reactants are [N+](=O)([O-])C1=CC=CC=2C(C3=CC=CC=C3C(C12)=O)=O (1-Nitroanthraquinone), C(CCC)N (n-butylamine). Solvent: CN(C)C=O (DMF). The product is C(CCC)NC1=CC=CC=2C(C3=CC=CC=C3C(C12)=O)=O (1-butylamino anthraquinone). As a reaction SMILES: [N+:1]([C:4]1[C:17]2[C:16](=[O:18])[C:15]3[C:10](=[CH:11][CH:12]=[CH:13][CH:14]=3)[C:9](=[O:19])[C:8]=2[CH:7]=[CH:6][CH:5]=1)([O-])=O.[CH2:20](N)[CH2:21][CH2:22][CH3:23]>CN(C=O)C>[CH2:20]([NH:1][C:4]1[C:17]2[C:16](=[O:18])[C:15]3[C:10](=[CH:11][CH:12]=[CH:13][CH:14]=3)[C:9](=[O:19])[C:8]=2[CH:7]=[CH:6][CH:5]=1)[CH2:21][CH2:22][CH3:23]. Reported procedure: 1-Nitroanthraquinone was reacted in DMF at 20° C. with 5 moles n-butylamine for 5 hours. The reaction produced 1-butylamino anthraquinone which was a deep red solid having a melting point of 78° to 79° C. Starting materials: OC1=CC=CC=2C3=CC=CC=C3C(C12)=O (1-hydroxy-9-fluorenone), S(=O)(=O)(OC[C@@H]1CO1)C1=CC=C([N+](=O)[O-])C=C1 ((S)-glycidyl nosylate), C([O-])([O-])=O.[K+].[K+] (potassium carbonate), Intermediate 1. Isolated yield 20.3%. Product: O1[C@@H](C1)COC1=CC=CC=2C3=CC=CC=C3C(C12)=O (1-[(2S)-Oxiranylmethoxy]-9-fluorenone). As a reaction SMILES: [OH:1][C:2]1[C:14]2[C:13](=[O:15])[C:12]3[C:7](=[CH:8][CH:9]=[CH:10][CH:11]=3)[C:6]=2[CH:5]=[CH:4][CH:3]=1.S(C1C=CC([N+]([O-])=O)=CC=1)(O[CH2:20][C@H:21]1[O:23][CH2:22]1)(=O)=O.C(=O)([O-])[O-].[K+].[K+]>>[O:23]1[CH2:22][C@H:21]1[CH2:20][O:1][C:2]1[C:14]2[C:13](=[O:15])[C:12]3[C:7](=[CH:8][CH:9]=[CH:10][CH:11]=3)[C:6]=2[CH:5]=[CH:4][CH:3]=1 |f:2.3.4|. Procedure: Prepared from 1-hydroxy-9-fluorenone (3.0 g, 15.2 mmol), (S)-glycidyl nosylate (3.06 g, 15.2 mmol) and potassium carbonate (2.1 g, 15.2 mmol) according to the procedure used for Intermediate 1 to give 0.78 g product as a yellow solid. The reactants are N1N=NN=C1C=1C=C(C=CC1)NC(=O)C1(CCNCC1)C (N-(3-(1H-tetrazol-5-yl)phenyl)-4-methylpiperidine-4-carboxamide), C(C)(C)O (isopropanol), ClC=1C2=C(N=CN1)NC=C2C (4-chloro-5-methyl-7H-pyrrolo[2,3-d]pyrimidine), C(C)(C)N(C(C)C)CC (N,N-diisopropylethylamine). The solvent is CS(=O)C (DMSO). Reaction SMILES: [NH:1]1[C:5]([C:6]2[CH:7]=[C:8]([NH:12][C:13]([C:15]3([CH3:21])[CH2:20][CH2:19][NH:18][CH2:17][CH2:16]3)=[O:14])[CH:9]=[CH:10][CH:11]=2)=[N:4][N:3]=[N:2]1.Cl[C:23]1[C:24]2[C:31]([CH3:32])=[CH:30][NH:29][C:25]=2[N:26]=[CH:27][N:28]=1.C(N(CC)C(C)C)(C)C.C(O)(C)C>CS(C)=O>[NH:4]1[C:5]([C:6]2[CH:7]=[C:8]([NH:12][C:13]([C:15]3([CH3:21])[CH2:20][CH2:19][N:18]([C:23]4[C:24]5[C:31]([CH3:32])=[CH:30][NH:29][C:25]=5[N:26]=[CH:27][N:28]=4)[CH2:17][CH2:16]3)=[O:14])[CH:9]=[CH:10][CH:11]=2)=[N:1][N:2]=[N:3]1. Yield: 4.3%. The product is N1N=NN=C1C=1C=C(C=CC1)NC(=O)C1(CCN(CC1)C=1C2=C(N=CN1)NC=C2C)C (N-(3-(1H-tetrazol-5-yl)phenyl)-4-methyl-1-(5-methyl-7H-pyrrolo[2,3-d]pyrimidin-4-yl)piperidine-4-carboxamide). Reported procedure: N-(3-(1H-tetrazol-5-yl)phenyl)-4-methylpiperidine-4-carboxamide from step B (93 mg, 0.29 mmol), 4-chloro-5-methyl-7H-pyrrolo[2,3-d]pyrimidine (49 mg, 0.29 mmol), N,N-diisopropylethylamine (0.19 g. 1.45 mmol), isopropanol (4.0 mL), and DMSO (0.5 mL) were combined in a pressure rated sealed tube and heated at 105° C. for 18 hours. The mixture was concentrated, and the residue was purified by preprative HPLC to give the title compound in 4.3% yield. Conditions: temperature 105 celsius.